Dataset: the Open Reaction Database (ORD), a public repository of structured organic reaction records. Task: describe an organic reaction: reactants, conditions, products, and yield Starting materials: N#CCC(=O)O, CC(=O)O, COC(=O)CC(=O)CC(=O)OC, Cc1ccccc1. Yields the product COC(=O)CC(=CC#N)CC(=O)OC. Reaction SMILES: [C:13](#[N:14])[CH2:15][C:16]([OH:17])=[O:18].[CH3:19][C:20](=[O:21])[OH:22].[CH3:1][O:2][C:3]([CH2:4][C:5]([CH2:6][C:7](=[O:8])[O:9][CH3:10])=[O:11])=[O:12].[CH3:23][c:24]1[cH:25][cH:26][cH:27][cH:28][cH:29]1>>[CH3:1][O:2][C:3]([CH2:4][C:5]([CH2:6][C:7](=[O:8])[O:9][CH3:10])=[CH:15][C:13]#[N:14])=[O:12]. Starting materials: C1=CC=CC=2C(C3=C(CCC21)C=CC=C3)CC(=O)N3CCCC3 (1-[(10,11-dihydro-5H-dibenzo[a,d]cyclohepten-5-yl)acetyl]-pyrrolidine), [H-].[Al+3].[Li+].[H-].[H-].[H-] (lithium aluminum hydride). Solvent: O1CCOCC1 (dioxane), O1CCOCC1 (dioxane). The product is C1=CC=CC=2C(C3=C(CCC21)C=CC=C3)CCN3CCCC3 (1-[2-(10,11-dihydro-5H-dibenzo[a,d]cyclohepten-5-yl)ethyl]pyrrolidine). RXN SMILES: [H-].[Al+3].[Li+].[H-].[H-].[H-].[CH:7]1[C:17]2[CH2:16][CH2:15][C:14]3[CH:18]=[CH:19][CH:20]=[CH:21][C:13]=3[CH:12]([CH2:22][C:23]([N:25]3[CH2:29][CH2:28][CH2:27][CH2:26]3)=O)[C:11]=2[CH:10]=[CH:9][CH:8]=1>O1CCOCC1>[CH:7]1[C:17]2[CH2:16][CH2:15][C:14]3[CH:18]=[CH:19][CH:20]=[CH:21][C:13]=3[CH:12]([CH2:22][CH2:23][N:25]3[CH2:29][CH2:28][CH2:27][CH2:26]3)[C:11]=2[CH:10]=[CH:9][CH:8]=1 |f:0.1.2.3.4.5|. Procedure: A mixture of 28.5 g of lithium aluminum hydride and 300 ml of dry dioxane, stirred under argon, is treated dropwise over a period of 1.25 hours with a solution of 230 g of 1-[(10,11-dihydro-5H-dibenzo[a,d]cyclohepten-5-yl)acetyl]-pyrrolidine in 700 ml of dry dioxane, whereby the mixture is heated to boiling under reflux. 10 minutes after completion of the addition, the mixture is cooled to about 10°-15° and excess lithium aluminum hydride is destroyed by the cautious addition of 200 ml of ethyl ...